Dataset: the Open Reaction Database (ORD), a public repository of structured organic reaction records. Task: describe an organic reaction: reactants, conditions, products, and yield Starting materials: C(=O)([O-])[O-].[Na+].[Na+] (Na2CO3), FC1=C(C=C(C=C1)F)[C@]([C@H](C#N)C)(CN1N=CN=C1)O ((2S,3R)-3-(2,5-Difluoro-phenyl)-3-hydroxy-2-methyl-4-[1,2,4]triazol-1-yl-butyronitrile), P(=S)(SCC)(OCC)[O-] (diethyl dithiophosphate), C(C)(C)O (isopropanol), C(=O)([O-])[O-].[Na+].[Na+] (Na2CO3). The solvent is O (water). Reaction conditions: temperature 110 celsius. Yields the product FC1=C(C=C(C=C1)F)[C@]([C@H](C(=S)N)C)(CN1N=CN=C1)O ((2R,3R)-3-(2,5-difluoro-phenyl)-3-hydroxy-2-methyl-4-[1,2,4]triazol-1-ylthiobutyrarnide). Yield: 85.2%. As a reaction SMILES: [F:1][C:2]1[CH:7]=[CH:6][C:5]([F:8])=[CH:4][C:3]=1[C@@:9]([OH:20])([CH2:14][N:15]1[CH:19]=[N:18][CH:17]=[N:16]1)[C@@H:10]([CH3:13])[C:11]#[N:12].P([O-])(OCC)(SCC)=[S:22].C(O)(C)C.C([O-])([O-])=O.[Na+].[Na+]>O>[F:1][C:2]1[CH:7]=[CH:6][C:5]([F:8])=[CH:4][C:3]=1[C@@:9]([OH:20])([CH2:14][N:15]1[CH:19]=[N:18][CH:17]=[N:16]1)[C@@H:10]([CH3:13])[C:11]([NH2:12])=[S:22] |f:3.4.5|. Reported procedure: (2S,3R)-3-(2,5-Difluoro-phenyl)-3-hydroxy-2-methyl-4-[1,2,4]triazol-1-yl-butyronitrile (50.0 g, 180 mmol), diethyl dithiophosphate (134 mL, 719 mmol), isopropanol (50 mL) and water (40 mL) were mixed together and the mixture was heated in an oil-bath (temp. setting at 110° C.) for 3 h. After cooling to 0° C., 5% Na2CO3 aqueous solution (500 mL) was added slowly and then solid Na2CO3 (25 g) was added portionwise. The mixture was extracted with EtOAc (1 L) and the EtOAc layer was washed with sat. ... Starting materials: O=C1C(=CN(C2=CC(=CC=C12)C1=CC=NC=C1)CC=C)C(=O)O (1,4-dihydro-4-oxo-1-(2-propenyl)-7-(4-pyridinyl)-3-quinolinecarboxylic acid), ethyl ester, O=C1C(=CNC2=CC(=CC=C12)C1=CC=NC=C1)C(=O)OCC (ethyl 1,4-dihydro-4-oxo-7-(4-pyridinyl)-3-quinolinecarboxylate), C(C=C)Br (allyl bromide). Product: O=C1C(=CN(C2=CC(=CC=C12)C1=CC=NC=C1)CC=C)C(=O)N (1,4-Dihydro-4-oxo-1-(2-propenyl)-7-(4-pyridinyl)-3-quinolinecarboxamide). Reaction SMILES: [O:1]=[C:2]1[C:11]2[C:6](=[CH:7][C:8]([C:12]3[CH:17]=[CH:16][N:15]=[CH:14][CH:13]=3)=[CH:9][CH:10]=2)[N:5]([CH2:18][CH:19]=[CH2:20])[CH:4]=[C:3]1[C:21](O)=[O:22].O=C1C2C(=CC(C3C=CN=CC=3)=CC=2)[NH:28]C=C1C(OCC)=O.C(Br)C=C>>[O:1]=[C:2]1[C:11]2[C:6](=[CH:7][C:8]([C:12]3[CH:17]=[CH:16][N:15]=[CH:14][CH:13]=3)=[CH:9][CH:10]=2)[N:5]([CH2:18][CH:19]=[CH2:20])[CH:4]=[C:3]1[C:21]([NH2:28])=[O:22]. Reported procedure: The starting acid, 1,4-dihydro-4-oxo-1-(2-propenyl)-7-(4-pyridinyl)-3-quinolinecarboxylic acid (golden crystals, m.p. 259.5°-261° C. from methanol), was prepared by hydrolysis of the corresponding ethyl ester (yellow powder, m.p. 155°-157° C.), in turn prepared by alkylation of ethyl 1,4-dihydro-4-oxo-7-(4-pyridinyl)-3-quinolinecarboxylate with allyl bromide. Starting materials: BrCC=1C=C(C=CC1)SC1=NC(=NC=C1)NC1=CC=C(C=C1)N1CCOCC1 (4-(3-(bromomethyl)phenylthio)-N-(4-morpholinophenyl)pyrimidin-2-amine), C(#N)CC=1N=CNC1 (4-cyanomethyl imidazole), C([O-])([O-])=O.[Cs+].[Cs+] (cesium carbonate). The solvent is CN(C=O)C (dimethyl formamide). Run at time 16 hour. Yields the product O1CCN(CC1)C1=CC=C(C=C1)NC1=NC=CC(=N1)SC=1C=C(CN2C=NC(=C2)CC#N)C=CC1 (2-(1-(3-(2-(4-Morpholinophenylamino)pyrimidin-4-ylthio)benzyl)-1H-imidazol-4-yl)acetonitrile). The yield is 47.0%. RXN SMILES: Br[CH2:2][C:3]1[CH:4]=[C:5]([S:9][C:10]2[CH:15]=[CH:14][N:13]=[C:12]([NH:16][C:17]3[CH:22]=[CH:21][C:20]([N:23]4[CH2:28][CH2:27][O:26][CH2:25][CH2:24]4)=[CH:19][CH:18]=3)[N:11]=2)[CH:6]=[CH:7][CH:8]=1.[C:29]([CH2:31][C:32]1[N:33]=[CH:34][NH:35][CH:36]=1)#[N:30].C(=O)([O-])[O-].[Cs+].[Cs+]>CN(C)C=O>[O:26]1[CH2:27][CH2:28][N:23]([C:20]2[CH:21]=[CH:22][C:17]([NH:16][C:12]3[N:11]=[C:10]([S:9][C:5]4[CH:4]=[C:3]([CH:8]=[CH:7][CH:6]=4)[CH2:2][N:35]4[CH:36]=[C:32]([CH2:31][C:29]#[N:30])[N:33]=[CH:34]4)[CH:15]=[CH:14][N:13]=3)=[CH:18][CH:19]=2)[CH2:24][CH2:25]1 |f:2.3.4|. Procedure: To a stirred mixture of 4-(3-(bromomethyl)phenylthio)-N-(4-morpholinophenyl)pyrimidin-2-amine (100 mg, 0.22 mmol) and 4-cyanomethyl imidazole (47 mg, 0.44 mmol) in dimethyl formamide (2 mL), was added cesium carbonate (154 mg, 0.44 mmol) in one portion. The mixture was stirred at room temperature for 16 hours. It was filtered to remove any inorganic material, and the dimethyl formamide solution was concentrated in vacuo. The residue was column chromatographed on the silica gel using methanol:dic... Reactants: CC#N, CO, COc1ccc(-c2c(C)nn3c(Cl)cc(C)nc23)c(OC)c1, ClCCl, NCCN, N. Yields the product COc1ccc(-c2c(C)nn3c(NCCN)cc(C)nc23)c(OC)c1. RXN SMILES: [CH3:31][C:32]#[N:33].[CH3:34][OH:35].[Cl:1][c:2]1[cH:3][c:4]([CH3:22])[n:5][c:6]2[n:7]1[n:8][c:9]([CH3:21])[c:10]2-[c:11]1[c:12]([O:19][CH3:20])[cH:13][c:14]([O:17][CH3:18])[cH:15][cH:16]1.[Cl:28][CH2:29][Cl:30].[NH2:23][CH2:24][CH2:25][NH2:26].[NH3:27]>>[c:2]1([NH:26][CH2:25][CH2:24][NH2:23])[cH:3][c:4]([CH3:22])[n:5][c:6]2[n:7]1[n:8][c:9]([CH3:21])[c:10]2-[c:11]1[c:12]([O:19][CH3:20])[cH:13][c:14]([O:17][CH3:18])[cH:15][cH:16]1. Procedure details: Allyl bromide (195 g., 1.62 mol.) was added over a 15 minute period to a stirred ice-cold mixture of cyclohexanedione (165 g., 1.47 mol.), copper-bronze (4.5 g.), and 330 ml. of 20% by weight aqueous potassium hydroxide. After 6 hours, the reaction was mixed with 1500 ml. of a 5% by weight aqueous sodium hydroxide solution and 1000 ml. of ethyl ether, filtered and the separated water layer acidified with 4N aqueous hydrochloric acid to pH 1. A brown solid (188 g.) formed upon refrigeration at 0°... The product is C(C=C)C1C(CCCC1=O)=O (2-Allyl-1,3-cyclohexanedione). Reactants: C(C=C)Br (Allyl bromide), ice, C1(C(CCCC1)=O)=O (cyclohexanedione), copper bronze, [OH-].[K+] (potassium hydroxide), [OH-].[Na+] (sodium hydroxide). Run in C(C)(=O)OCC (ethyl acetate). Conditions: time 6 hour. RXN SMILES: [CH2:1](Br)[CH:2]=[CH2:3].[C:5]1(=O)[CH2:10][CH2:9][CH2:8][CH2:7][C:6]1=[O:11].[OH-:13].[K+].[OH-].[Na+]>C(OCC)(=O)C>[CH2:1]([CH:5]1[C:6](=[O:11])[CH2:7][CH2:8][CH2:9][C:10]1=[O:13])[CH:2]=[CH2:3] |f:2.3,4.5|. The reactants are CC(C)=O, [I-], [Na+], [Na+], [Na+], CC(C)=CCCC(C)=CCCC(C)=CCCOS(=O)(=O)c1ccc(C)cc1, O=S([O-])([O-])=S. Product: CC(C)=CCCC(C)=CCCC(C)=CCCI. RXN SMILES: [CH3:37][C:38](=[O:39])[CH3:40].[I-:29].[Na+:28].[Na+:35].[Na+:36].[O:1]([S:2]([c:3]1[cH:4][cH:5][c:6]([CH3:7])[cH:8][cH:9]1)(=[O:10])=[O:11])[CH2:12][CH2:13][CH:14]=[C:15]([CH2:16][CH2:17][CH:18]=[C:19]([CH2:20][CH2:21][CH:22]=[C:23]([CH3:24])[CH3:25])[CH3:26])[CH3:27].[S:30]([O-:31])([O-:32])(=[O:33])=[S:34]>>[CH2:12]([CH2:13][CH:14]=[C:15]([CH2:16][CH2:17][CH:18]=[C:19]([CH2:20][CH2:21][CH:22]=[C:23]([CH3:24])[CH3:25])[CH3:26])[CH3:27])[I:29]. Procedure details: A mixed solution of 4.1 g of pyrene, 2 g of t-butyl chloride and 33 ml of dichloromethane was cooled to 0° C. under a nitrogen stream, and 2.7 g of aluminum chloride was added. After this mixed solution was stirred at room temperature for 3 hours, 30 ml of water was added, and this was extracted with 30 ml of dichloromethane. The organic layer was washed with 20 ml of water two times, dried with magnesium sulfate, and evaporated. This was purified by silica gel column chromatography, and vacuum-... Product: C(C)(C)(C)C1=CC2=CC=C3C=CC=C4C=CC(=C1)C2=C43 (2-t-butylpyrene). Yield: 57.3%. As a reaction SMILES: [CH:1]1[C:14]2[C:15]3=[C:16]4[C:11](=[CH:12][CH:13]=2)[CH:10]=[CH:9][CH:8]=[C:7]4[CH:6]=[CH:5][C:4]3=[CH:3][CH:2]=1.[C:17](Cl)([CH3:20])([CH3:19])[CH3:18].ClCCl.[Cl-].[Al+3].[Cl-].[Cl-]>O>[C:17]([C:9]1[CH:10]=[C:11]2[C:16]3=[C:15]4[C:4]([CH:3]=[CH:2][CH:1]=[C:14]4[CH:13]=[CH:12]2)=[CH:5][CH:6]=[C:7]3[CH:8]=1)([CH3:20])([CH3:19])[CH3:18] |f:3.4.5.6|. The solvent is O (water). Reaction conditions: time 3 hour. Reactants: C1=CC=C2C=CC3=CC=CC4=CC=C1C2=C34 (pyrene), C(C)(C)(C)Cl (t-butyl chloride), ClCCl (dichloromethane), [Cl-].[Al+3].[Cl-].[Cl-] (aluminum chloride). Reactants: COC(=O)CSC=1C=C(C=CC1)NC(NCC(=O)N1C(CC(C1C1=CC=CC=C1)C(=O)OC)C(=O)OC(C)(C)C)=O (2-tert-butyl 4-methyl (2RS,4RS,5SR)-1-{2-[3-(3-(methoxycarbonylmethylthio)phenyl)ureido]acetyl}-5-phenylpyrrolidine-2,4-dicarboxylate), [OH-].[K+] (potassium hydroxide), CO (methanol). Run in O (water). The product is C(C1=CC=CC=C1)[C@@H]1C[C@H](N([C@H]1C1=CC=CC=C1)C(CNC(NC=1C=C(C(=O)O)C=CC1)=O)=O)C(=O)OC(C)(C)C ((2S,4R,5R)-3-{3-[2-(4-benzyl-2-tert-butoxycarbonyl-5-phenyl-1-pyrrolidinyl)-2-oxoethyl]ureido}benzoic acid). As a reaction SMILES: COC(CS[C:7]1[CH:8]=[C:9]([NH:13][C:14](=[O:41])[NH:15][CH2:16][C:17]([N:19]2[CH:23]([C:24]3[CH:29]=[CH:28][CH:27]=[CH:26][CH:25]=3)[CH:22]([C:30](OC)=O)[CH2:21][CH:20]2[C:34]([O:36][C:37]([CH3:40])([CH3:39])[CH3:38])=[O:35])=[O:18])[CH:10]=[CH:11][CH:12]=1)=O.[OH-:42].[K+].[CH3:44][OH:45]>O>[CH2:30]([C@H:22]1[C@H:23]([C:24]2[CH:25]=[CH:26][CH:27]=[CH:28][CH:29]=2)[N:19]([C:17](=[O:18])[CH2:16][NH:15][C:14](=[O:41])[NH:13][C:9]2[CH:8]=[C:7]([CH:12]=[CH:11][CH:10]=2)[C:44]([OH:45])=[O:42])[C@H:20]([C:34]([O:36][C:37]([CH3:39])([CH3:38])[CH3:40])=[O:35])[CH2:21]1)[C:7]1[CH:8]=[CH:9][CH:10]=[CH:11][CH:12]=1 |f:1.2|. Procedure: A The reaction is carried out in a way analogous to that described in Example 3, but from 2.6 g of 2-tert-butyl 4-methyl (2RS,4RS,5SR)-1-{2-[3-(3-(methoxycarbonylmethylthio)phenyl)ureido]acetyl}-5-phenylpyrrolidine-2,4-dicarboxylate and 0.5 g of potassium hydroxide in a mixture of 15 cm3 of distilled water and 50 cm3 of methanol. After treatment, there are obtained 1.8 g of 2-tert-butyl hydrogen (2RS,4RS,5SR)-1-{2-[3-(3-(carboxymethylthio)phenyl)ureido]acetyl}-5-phenylpyrrolidine-2,4-dicarboxyla... Reactants: CCc1sc(C(C)=O)c2c1CC(C)(C)CC2, CO, Cc1cc(C=O)cc(C)c1CCC(=O)O, Cl, [Na+], [OH-]. Yields the product CCc1sc(C(=O)C=Cc2cc(C)c(CCC(=O)O)c(C)c2)c2c1CC(C)(C)CC2. RXN SMILES: [CH2:1]([CH3:2])[c:3]1[c:4]2[c:5]([c:6]([C:8]([CH3:9])=[O:10])[s:7]1)[CH2:11][CH2:12][C:13]([CH3:15])([CH3:16])[CH2:14]2.[CH3:34][OH:35].[CH:17](=[O:18])[c:19]1[cH:20][c:21]([CH3:31])[c:22]([CH2:26][CH2:27][C:28](=[O:29])[OH:30])[c:23]([CH3:25])[cH:24]1.[ClH:36].[Na+:33].[OH-:32]>>[CH2:1]([CH3:2])[c:3]1[c:4]2[c:5]([c:6]([C:8]([CH:9]=[CH:17][c:19]3[cH:20][c:21]([CH3:31])[c:22]([CH2:26][CH2:27][C:28](=[O:29])[OH:30])[c:23]([CH3:25])[cH:24]3)=[O:10])[s:7]1)[CH2:11][CH2:12][C:13]([CH3:15])([CH3:16])[CH2:14]2.